From a dataset of the Open Reaction Database (ORD), a public repository of structured organic reaction records. describe an organic reaction: reactants, conditions, products, and yield Starting materials: C(C)(C)(C)OC(=O)N1C[C@H](CC1)N1[C@@H](CCC1)C ((2R,3′S)-2-Methyl-[1,3′]bipyrrolidinyl-1′-carboxylic acid tert-butyl ester), C(C)(C)(C)OC(=O)N1CCC(CC1)OS(=O)(=O)C1=CC=C(C=C1)C (4-(Toluene-4-sulfonyloxy)-piperidine-1-carboxylic acid tert-butyl ester). Yields the product C(C)(C)(C)OC(=O)N1CCC(CC1)N1[C@H](CCC1)C (4-((S)-2-Methyl-pyrrolidin-1-yl)-piperidine-1-carboxylic acid tert-butyl ester), product. Isolated yield 97.0%. As a reaction SMILES: [C:1]([O:5][C:6]([N:8]1[CH2:12][CH2:11][C@H:10]([N:13]2[CH2:17][CH2:16][CH2:15][C@H:14]2[CH3:18])[CH2:9]1)=[O:7])([CH3:4])([CH3:3])[CH3:2].[C:19](OC(N1CCC(OS(C2C=CC(C)=CC=2)(=O)=O)CC1)=O)(C)(C)C>>[C:1]([O:5][C:6]([N:8]1[CH2:12][CH2:11][CH:10]([N:13]2[CH2:17][CH2:16][CH2:15][C@@H:14]2[CH3:18])[CH2:9][CH2:19]1)=[O:7])([CH3:2])([CH3:3])[CH3:4]. Procedure details: The title compound was prepared in a manner substantially the same as intermediate (2R,3′S)-2-Methyl-[1,3′]bipyrrolidinyl-1′-carboxylic acid tert-butyl ester by condensing 4-(Toluene-4-sulfonyloxy)-piperidine-1-carboxylic acid tert-butyl ester with (S)-(−)-2-methylpiperindine to get 2.60 g (97% yield) of the product as a pale yellow oil. Starting materials: C1CNCCN1, CC#N, COC(=O)c1ccc(Br)nc1. The product is COC(=O)c1ccc(N2CCNCC2)nc1. Reaction SMILES: [CH2:12]1[CH2:13][NH:14][CH2:15][CH2:16][NH:17]1.[CH3:18][C:19]#[N:20].[CH3:1][O:2][C:3](=[O:4])[c:5]1[cH:6][cH:7][c:8]([Br:11])[n:9][cH:10]1>>[CH3:1][O:2][C:3](=[O:4])[c:5]1[cH:6][cH:7][c:8]([N:14]2[CH2:13][CH2:12][NH:17][CH2:16][CH2:15]2)[n:9][cH:10]1.